This data is from the Open Reaction Database (ORD), a public repository of structured organic reaction records. The task is: describe an organic reaction: reactants, conditions, products, and yield Reported procedure: A solution of sodium nitrite (36 g, 0.51 mole) in water (50 mL) was slowly added to a solution of 5-fluoro-2-methoxy-phenylamine (61.5 g, 0.48 mol) in hydrochloric acid (20% aqueous solution, 115 mL) at 0° C. After stirring for 10 minutes, a cooled (0° C.) solution of acrolein (50 mL, 0.75 mol) in acetone (100 mL) containing calcium oxide (0.56 g, 0.010 mol) was added slowly to the reaction mixture. This was then followed by a solution of cuprous chloride (5 g, 0.05 mol) in acetone (100 mL) cont... Conditions: time 10 minute. Reaction SMILES: N([O-])=O.[Na+].[F:5][C:6]1[CH:7]=[CH:8][C:9]([O:13][CH3:14])=[C:10](N)[CH:11]=1.[CH:15]([CH:17]=[CH2:18])=[O:16].[O-2].[Ca+2].[ClH:21]>O.CC(C)=O>[Cl:21][CH:17]([CH2:18][C:10]1[CH:11]=[C:6]([F:5])[CH:7]=[CH:8][C:9]=1[O:13][CH3:14])[CH:15]=[O:16] |f:0.1,4.5|. Yields the product ClC(C=O)CC1=C(C=CC(=C1)F)OC (2-Chloro-3-(5-fluoro-2-methoxy-phenyl)-propionaldehyde). Solvent: CC(=O)C (acetone), CC(=O)C (acetone), O (water). Starting materials: Cl (hydrochloric acid), C(=O)C=C (acrolein), [O-2].[Ca+2] (calcium oxide), N(=O)[O-].[Na+] (sodium nitrite), FC=1C=CC(=C(C1)N)OC (5-fluoro-2-methoxy-phenylamine), Cl (hydrochloric acid), cuprous chloride, crude product. The product is C(C)(=O)N1CCC(CC1)NC(=O)C=1N(C2=CC=CC=C2C1)CC1=NOC(=C1)C=1SC(=CC1)Cl (1-[5-(5-Chloro-thiophen-2-yl)-isoxazol-3-ylmethyl]-1H-indole-2-carboxylic acid (1-acetyl-piperidin-4-yl)-amide). RXN SMILES: [NH:1]1[CH2:6][CH2:5][CH:4]([NH:7][C:8]([C:10]2[N:11]([CH2:19][C:20]3[CH:24]=[C:23]([C:25]4[S:26][C:27]([Cl:30])=[CH:28][CH:29]=4)[O:22][N:21]=3)[C:12]3[C:17]([CH:18]=2)=[CH:16][CH:15]=[CH:14][CH:13]=3)=[O:9])[CH2:3][CH2:2]1.[C:31](OC(=O)C)(=[O:33])[CH3:32]>C(Cl)Cl.CCN(CC)CC>[C:31]([N:1]1[CH2:6][CH2:5][CH:4]([NH:7][C:8]([C:10]2[N:11]([CH2:19][C:20]3[CH:24]=[C:23]([C:25]4[S:26][C:27]([Cl:30])=[CH:28][CH:29]=4)[O:22][N:21]=3)[C:12]3[C:17]([CH:18]=2)=[CH:16][CH:15]=[CH:14][CH:13]=3)=[O:9])[CH2:3][CH2:2]1)(=[O:33])[CH3:32]. Reactants: N1CCC(CC1)NC(=O)C=1N(C2=CC=CC=C2C1)CC1=NOC(=C1)C=1SC(=CC1)Cl (1-[5-(5-Chloro-thiophen-2-yl)-isoxazol-3-ylmethyl]-1H-indole-2-carboxylic acid piperidin-4-ylamide), C(C)(=O)OC(C)=O (acetic acid anhydride). Procedure details: To a solution of 50 mg 1-[5-(5-Chloro-thiophen-2-yl)-isoxazol-3-ylmethyl]-1H-indole-2-carboxylic acid piperidin-4-ylamide in 2 ml DCM, 0.3 ml NEt3 and 11 mg acetic acid anhydride were added at RT and stirred over night. After removal of the solvent under reduced pressure the residue was directly purified by preparative RP-HPLC eluting with a gradient of 0-100% acetonitrile in water (+0.01% trifluoroacetic acid). After lyophilization the product was obtained as a white solid. Run in C(Cl)Cl (DCM), CCN(CC)CC (NEt3). Starting materials: CCO, [Na+], ICCOC1CCCCO1, [OH-], O, O=C(O)c1cccc(S(=O)O)c1. Product: O=C(O)c1cccc(S(=O)(=O)CCOC2CCCCO2)c1. Reaction SMILES: [CH3:26][CH2:27][OH:28].[Na+:24].[O:13]1[CH:14]([O:19][CH2:20][CH2:21][I:22])[CH2:15][CH2:16][CH2:17][CH2:18]1.[OH-:23].[OH2:25].[S:1](=[O:2])([OH:3])[c:4]1[cH:5][c:6]([C:7](=[O:8])[OH:9])[cH:10][cH:11][cH:12]1>>[S:1](=[O:2])(=[O:3])([c:4]1[cH:5][c:6]([C:7](=[O:8])[OH:9])[cH:10][cH:11][cH:12]1)[CH2:21][CH2:20][O:19][CH:14]1[O:13][CH2:18][CH2:17][CH2:16][CH2:15]1. The reactants are F[B-](F)(F)F, CNC(CC(C)C)CN1CC(O)C1, CCN(C(C)C)C(C)C, ClCCl, O=C(O)c1ccc(F)c(F)c1, CN(C)C(On1nnc2ccccc21)=[N+](C)C. The product is CC(C)CC(CN1CC(O)C1)N(C)C(=O)c1ccc(F)c(F)c1. As a reaction SMILES: [B-:21]([F:22])([F:23])([F:24])[F:25].[CH3:43][CH:44]([CH2:45][CH:46]([CH2:47][N:48]1[CH2:49][CH:50]([OH:52])[CH2:51]1)[NH:53][CH3:54])[CH3:55].[CH:1]([N:2]([CH2:3][CH3:4])[CH:5]([CH3:6])[CH3:7])([CH3:8])[CH3:9].[Cl:56][CH2:57][Cl:58].[F:10][c:11]1[cH:12][c:13]([C:14](=[O:15])[OH:16])[cH:17][cH:18][c:19]1[F:20].[n:26]1([O:27][C:28]([N:29]([CH3:30])[CH3:31])=[N+:32]([CH3:33])[CH3:34])[c:35]2[cH:36][cH:37][cH:38][cH:39][c:40]2[n:41][n:42]1>>[F:10][c:11]1[cH:12][c:13]([C:14](=[O:16])[N:53]([CH:46]([CH2:45][CH:44]([CH3:43])[CH3:55])[CH2:47][N:48]2[CH2:49][CH:50]([OH:52])[CH2:51]2)[CH3:54])[cH:17][cH:18][c:19]1[F:20]. The reactants are Cc1ccc(OCc2ccccc2)cn1, ClC(Cl)Cl, O=C(OO)c1cccc(Cl)c1. Product: Cc1ccc(OCc2ccccc2)c[n+]1[O-]. RXN SMILES: [CH2:1]([c:2]1[cH:3][cH:4][cH:5][cH:6][cH:7]1)[O:8][c:9]1[cH:10][cH:11][c:12]([CH3:15])[n:13][cH:14]1.[CH:27]([Cl:28])([Cl:29])[Cl:30].[Cl:16][c:17]1[cH:18][cH:19][cH:20][c:21]([C:22]([O:23][OH:25])=[O:24])[cH:26]1>>[CH2:1]([c:2]1[cH:3][cH:4][cH:5][cH:6][cH:7]1)[O:8][c:9]1[cH:10][cH:11][c:12]([CH3:15])[n+:13]([O-:24])[cH:14]1. The reactants are CO, COC(=O)c1cc(Cl)ccc1Oc1cncc(F)c1, Cl, [Na+], [OH-]. Product: O=C(O)c1cc(Cl)ccc1Oc1cncc(F)c1. As a reaction SMILES: [CH3:23][OH:24].[Cl:1][c:2]1[cH:3][cH:4][c:5]([O:12][c:13]2[cH:14][n:15][cH:16][c:17]([F:19])[cH:18]2)[c:6]([C:7](=[O:8])[O:9][CH3:10])[cH:11]1.[ClH:22].[Na+:21].[OH-:20]>>[Cl:1][c:2]1[cH:3][cH:4][c:5]([O:12][c:13]2[cH:14][n:15][cH:16][c:17]([F:19])[cH:18]2)[c:6]([C:7](=[O:8])[OH:9])[cH:11]1. Reaction SMILES: [B:13]([F:14])([F:15])[F:16].[C:40](=[O:41])([O-:42])[O-:43].[CH2:17]([c:18]1[cH:19][cH:20][cH:21][cH:22][cH:23]1)[O:24][c:25]1[c:26]([CH:31]([OH:32])[c:33]2[cH:34][cH:35][c:36]([Br:39])[cH:37][cH:38]2)[cH:27][cH:28][cH:29][cH:30]1.[CH2:1]([SiH:2]([CH2:3][CH3:4])[CH2:5][CH3:6])[CH3:7].[CH2:8]([O:9][CH2:10][CH3:11])[CH3:12].[CH3:46][C:47]#[N:48].[K+:44].[K+:45]>>[CH2:17]([c:18]1[cH:19][cH:20][cH:21][cH:22][cH:23]1)[O:24][c:25]1[c:26]([CH2:31][c:33]2[cH:34][cH:35][c:36]([Br:39])[cH:37][cH:38]2)[cH:27][cH:28][cH:29][cH:30]1. Reactants: FB(F)F, O=C([O-])[O-], OC(c1ccc(Br)cc1)c1ccccc1OCc1ccccc1, CC[SiH](CC)CC, CCOCC, CC#N, [K+], [K+]. Yields the product Brc1ccc(Cc2ccccc2OCc2ccccc2)cc1. Reactants: C=CCOC(C)=O, C[Si](C)(C)O[SiH](O[Si](C)(C)C)O[Si](C)(C)C, [Ru]. Product: CC(=O)O[Si](O[Si](C)(C)C)(O[Si](C)(C)C)O[Si](C)(C)C. As a reaction SMILES: [C:17]([CH3:18])(=[O:19])[O:20][CH2:21][CH:22]=[CH2:23].[CH3:1][Si:2]([O:3][SiH:4]([O:5][Si:6]([CH3:7])([CH3:8])[CH3:9])[O:10][Si:11]([CH3:12])([CH3:13])[CH3:14])([CH3:15])[CH3:16].[Ru:24]>>[CH3:1][Si:2]([O:3][Si:4]([O:5][Si:6]([CH3:7])([CH3:8])[CH3:9])([O:10][Si:11]([CH3:12])([CH3:13])[CH3:14])[O:20][C:17]([CH3:18])=[O:19])([CH3:15])[CH3:16]. Reactants: 173.7, C(CCCCC)C=1SC=CC1 (2-hexylthiophene), CN(C=O)C (N,N-dimethylformamide), O=P(Cl)(Cl)Cl (POCl3). Run in O (water). Conditions: temperature 5 celsius. The product is C(CCCCC)C1=CC=C(S1)C=O (5-hexylthiophene-2-carbaldehyde). The yield is 85.0%. RXN SMILES: CN(C)[CH:3]=[O:4].O=P(Cl)(Cl)Cl.[CH2:11]([C:17]1[S:18][CH:19]=[CH:20][CH:21]=1)[CH2:12][CH2:13][CH2:14][CH2:15][CH3:16]>O>[CH2:11]([C:17]1[S:18][C:19]([CH:3]=[O:4])=[CH:20][CH:21]=1)[CH2:12][CH2:13][CH2:14][CH2:15][CH3:16]. Reported procedure: In a 3 liter-four-necked flask, 173.7 (2.38 mol) of N,N-dimethylformamide was placed and cooled to 5° C., followed by addition of 201.4 g (1.31 mol) of POCl3 in 15 min. below 10° C. under stirring. After stirring for 30 min. below 10° C., 200 g (1.19 mol) of 2-hexylthiophene was added dropwise to the mixture in 10 min. at room temperature, followed by stirring for 1.5 hours and further stirring for 2 hours at 60° C. After the reaction, the reaction mixture was poured into 5 liter of iced water, ... Starting materials: BrC=1C=C2C(=C(C=NC2=CC1)C(C)=O)N[C@@H]1CC[C@H](CC1)CCN(C)C (1-(6-bromo-4-((trans-4-(2-(dimethylamino)ethyl)cyclohexyl)amino)quinolin-3-yl)ethanone), ClC1=C(C(=CC(=C1)B1OC(C(O1)(C)C)(C)C)Cl)O (2,6-dichloro-4-(4,4,5,5-tetramethyl-1,3,2-dioxaborolan-2-yl)phenol). Yields the product ClC=1C=C(C=C(C1O)Cl)C=1C=C2C(=C(C=NC2=CC1)C(C)=O)N[C@@H]1CC[C@H](CC1)CCN(C)C (1-(6-(3,5-dichloro-4-hydroxyphenyl)-4-((trans-4-(2-(dimethylamino)ethyl)cyclohexyl)amino)quinolin-3-yl)ethanone). Yield: 9.7%. RXN SMILES: Br[C:2]1[CH:3]=[C:4]2[C:9](=[CH:10][CH:11]=1)[N:8]=[CH:7][C:6]([C:12](=[O:14])[CH3:13])=[C:5]2[NH:15][C@H:16]1[CH2:21][CH2:20][C@H:19]([CH2:22][CH2:23][N:24]([CH3:26])[CH3:25])[CH2:18][CH2:17]1.[Cl:27][C:28]1[CH:33]=[C:32](B2OC(C)(C)C(C)(C)O2)[CH:31]=[C:30]([Cl:43])[C:29]=1[OH:44]>>[Cl:27][C:28]1[CH:33]=[C:32]([C:2]2[CH:3]=[C:4]3[C:9](=[CH:10][CH:11]=2)[N:8]=[CH:7][C:6]([C:12](=[O:14])[CH3:13])=[C:5]3[NH:15][C@H:16]2[CH2:21][CH2:20][C@H:19]([CH2:22][CH2:23][N:24]([CH3:26])[CH3:25])[CH2:18][CH2:17]2)[CH:31]=[C:30]([Cl:43])[C:29]=1[OH:44]. Reported procedure: Following general procedure M, 1-(6-bromo-4-((trans-4-(2-(dimethylamino)ethyl)cyclohexyl)amino)quinolin-3-yl)ethanone (63 mg, 0.15 mmol) was reacted with 2,6-dichloro-4-(4,4,5,5-tetramethyl-1,3,2-dioxaborolan-2-yl)phenol (65 mg, 0.225 mmol) to afford the desired product (7.3 mg, 9.7%) as a yellow solid. NMR (500 MHz, DMSO) δ 10.69 (d, J=8.0 Hz, 1H), 8.92 (s, 1H), 8.27 (d, J=2.1 Hz, 1H), 8.01 (dd, J=8.6, 2.1 Hz, 1H), 7.82 (d, J=8.7 Hz, 1H), 7.66 (s, 2H), 4.21-4.12 (m, 1H), 2.65 (s, 3H), 2.48-2.41...